Dataset: the Open Reaction Database (ORD), a public repository of structured organic reaction records. Task: describe an organic reaction: reactants, conditions, products, and yield Starting materials: NCCCNCc1ccc(Cl)nc1, N=C(N)N[N+](=O)[O-], O. Product: O=[N+]([O-])N=C1NCCCN1Cc1ccc(Cl)nc1. RXN SMILES: [Cl:1][c:2]1[n:3][cH:4][c:5]([CH2:8][NH:9][CH2:10][CH2:11][CH2:12][NH2:13])[cH:6][cH:7]1.[N+:14](=[O:15])([O-:16])[NH:17][C:18]([NH2:19])=[NH:20].[OH2:21]>>[Cl:1][c:2]1[n:3][cH:4][c:5]([CH2:8][N:9]2[CH2:10][CH2:11][CH2:12][NH:13][C:18]2=[N:17][N+:14](=[O:15])[O-:16])[cH:6][cH:7]1. The reactants are C(CCCCCCC)C1(C2=CC=CC=C2C=2C=CC(=CC12)C(=O)O)CCCCCCCC (9,9-Dioctyl-9H-fluorene-2-carboxylic acid), S(=O)(Cl)Cl (thionyl chloride), S(=O)(Cl)Cl (thionyl chloride). Product: C(CCCCCCC)C1(C2=CC=CC=C2C=2C=CC(=CC12)C(=O)Cl)CCCCCCCC (9,9-Dioctyl-9H-fluorene-2-carbonyl Chloride). RXN SMILES: [CH2:1]([C:9]1([CH2:25][CH2:26][CH2:27][CH2:28][CH2:29][CH2:30][CH2:31][CH3:32])[C:21]2[CH:20]=[C:19]([C:22](O)=[O:23])[CH:18]=[CH:17][C:16]=2[C:15]2[C:10]1=[CH:11][CH:12]=[CH:13][CH:14]=2)[CH2:2][CH2:3][CH2:4][CH2:5][CH2:6][CH2:7][CH3:8].S(Cl)([Cl:35])=O>>[CH2:1]([C:9]1([CH2:25][CH2:26][CH2:27][CH2:28][CH2:29][CH2:30][CH2:31][CH3:32])[C:21]2[CH:20]=[C:19]([C:22]([Cl:35])=[O:23])[CH:18]=[CH:17][C:16]=2[C:15]2[C:10]1=[CH:11][CH:12]=[CH:13][CH:14]=2)[CH2:2][CH2:3][CH2:4][CH2:5][CH2:6][CH2:7][CH3:8]. Procedure details: 9,9-Dioctyl-9H-fluorene-2-carboxylic acid (32.36 g, 74.5 mmole) was refluxed in thionyl chloride (93 g, 782 mmole) for 8 hrs. Unreacted thionyl chloride was distilled off and the residue material used without further purification. Reactants: O1CCCC1 (tetrahydrofuran), C(C)O (ethanol), CCOCC (ether), polyaniline, polyaniline. Reaction conditions: temperature 60 celsius. Yields the product OC1=CC=C(C=O)C=C1 (p-hydroxybenzaldehyde). RXN SMILES: [O:1]1[CH2:5][CH2:4][CH2:3][CH2:2]1.CC[O:8][CH2:9][CH3:10].[CH2:11](O)C>>[OH:8][C:9]1[CH:10]=[CH:11][C:4]([CH:5]=[O:1])=[CH:3][CH:2]=1. Reported procedure: The synthesized emeraldine base oligomer in an amount of 0.2 g was slowly sprinkled over a 250 ml beaker containing 150 ml tetrahydrofuran in a BRANSON ultrasonic bath. The polyaniline solution was then transferred to a 500 ml flask with flux condenser and thermometer adaptor and heated with stirring to 60° C. in a heating bath. A separate solution of 1 g (0.0082 mol) p-hydroxybenzaldehyde in 50 ml absolute ethanol was prepared and slowly added via a dropping funnel to the polyaniline solution. ... Reactants: BrB(Br)Br, COc1ccc2c(c1)C(Cc1ccc(Cl)cc1)C(N)CC2, COc1ccc2c(c1)C(Cc1ccc(Cl)c(Cl)c1)C(N)CC2, ClCCl, [Na+], [OH-], O. Product: NC1CCc2ccc(O)cc2C1Cc1ccc(Cl)cc1. Reaction SMILES: [B:44]([Br:45])([Br:46])[Br:47].[Cl:1][c:2]1[cH:3][cH:4][c:5]([CH2:6][CH:7]2[CH:8]([NH2:19])[CH2:9][CH2:10][c:11]3[cH:12][cH:13][c:14]([O:17][CH3:18])[cH:15][c:16]32)[cH:20][cH:21]1.[Cl:22][c:23]1[cH:24][c:25]([CH2:30][CH:31]2[c:32]3[c:33]([cH:34][cH:35][c:36]([O:37][CH3:38])[cH:39]3)[CH2:40][CH2:41][CH:42]2[NH2:43])[cH:26][cH:27][c:28]1[Cl:29].[Cl:50][CH2:51][Cl:52].[Na+:49].[OH-:48].[OH2:53]>>[Cl:1][c:2]1[cH:3][cH:4][c:5]([CH2:6][CH:7]2[CH:8]([NH2:19])[CH2:9][CH2:10][c:11]3[cH:12][cH:13][c:14]([OH:17])[cH:15][c:16]32)[cH:20][cH:21]1. Starting materials: CS(C)=O, ClCc1ncccn1, N#C[Na]. Yields the product N#CCc1ncccn1. As a reaction SMILES: [CH3:12][S:13]([CH3:14])=[O:15].[Cl:1][CH2:2][c:3]1[n:4][cH:5][cH:6][cH:7][n:8]1.[Na:9][C:10]#[N:11]>>[CH2:2]([c:3]1[n:4][cH:5][cH:6][cH:7][n:8]1)[C:10]#[N:11]. Reactants: O=C=O, CCOC(=O)Cl, CC(=O)O, CC(C)=O, O=C(O)CCC1CCNCC1, [Na+], C1CCOC1, [OH-], O. Product: CCOC(=O)N1CCC(CCC(=O)O)CC1. Reaction SMILES: [C:22](=[O:23])=[O:24].[C:25]([O:26][CH2:27][CH3:28])(=[O:29])[Cl:30].[C:3]([OH:4])(=[O:5])[CH3:6].[CH3:18][C:19](=[O:20])[CH3:21].[NH:7]1[CH2:8][CH2:9][CH:10]([CH2:13][CH2:14][C:15](=[O:16])[OH:17])[CH2:11][CH2:12]1.[Na+:2].[O:31]1[CH2:32][CH2:33][CH2:34][CH2:35]1.[OH-:1].[OH2:36]>>[N:7]1([C:25]([O:26][CH2:27][CH3:28])=[O:29])[CH2:8][CH2:9][CH:10]([CH2:13][CH2:14][C:15](=[O:16])[OH:17])[CH2:11][CH2:12]1. Reactants: CCOCC, N#CCc1ccc2c(c1)OCO2, COS(=O)(=O)[O-], CN(C)C1=[N+](C)CCC1, CCO, [Na], O. The product is CN1CCCC1=C(C#N)c1ccc2c(c1)OCO2. Reaction SMILES: [CH2:29]([O:30][CH2:31][CH3:32])[CH3:33].[CH2:2]1[O:3][c:4]2[cH:5][c:6]([CH2:7][C:8]#[N:9])[cH:10][cH:11][c:12]2[O:13]1.[CH3:14][O:15][S:16]([O-:17])(=[O:18])=[O:19].[CH3:20][N:21]([C:22]1=[N+:23]([CH3:27])[CH2:24][CH2:25][CH2:26]1)[CH3:28].[CH3:35][CH2:36][OH:37].[Na:1].[OH2:34]>>[CH2:2]1[O:3][c:4]2[cH:5][c:6]([C:7]([C:8]#[N:9])=[C:22]3[N:23]([CH3:27])[CH2:24][CH2:25][CH2:26]3)[cH:10][cH:11][c:12]2[O:13]1.